Dataset: the Open Reaction Database (ORD), a public repository of structured organic reaction records. Task: describe an organic reaction: reactants, conditions, products, and yield Starting materials: Br, COc1ccc(CCN)cc1F. The product is NCCc1ccc(O)c(F)c1. As a reaction SMILES: [BrH:13].[F:1][c:2]1[cH:3][c:4]([CH2:10][CH2:11][NH2:12])[cH:5][cH:6][c:7]1[O:8][CH3:9]>>[F:1][c:2]1[cH:3][c:4]([CH2:10][CH2:11][NH2:12])[cH:5][cH:6][c:7]1[OH:8]. The reactants are ClC=1C=C(C(=O)C=2C(=NC(=CC2)C)NCC)C=CC1 (3-(3-chlorobenzoyl)-2-ethylamino-6-methylpyridine), ClC(C(=O)OCC)C(=O)[O-] (monoethyl chloromalonate), Cl (hydrochloric acid). The reagents and catalysts are CN(C1=CC=NC=C1)C (4-dimethylaminopyridine). Run in ClC(C)Cl (dichloroethane). Reaction conditions: time 30 minute. The product is ClC=1C=C(C=CC1)C1=C(C(N(C2=NC(=CC=C12)C)CC)=O)C(=O)OCC (ethyl 4-(3-chlorophenyl)-1-ethyl-7-methyl-2-oxo-1,2-dihydro-1,8-naphthyridin-3-carboxylate). Reaction SMILES: [Cl:1][C:2]1[CH:3]=[C:4]([CH:17]=[CH:18][CH:19]=1)[C:5]([C:7]1[C:8]([NH:14][CH2:15][CH3:16])=[N:9][C:10]([CH3:13])=[CH:11][CH:12]=1)=O.Cl[CH:21]([C:27]([O-:29])=O)[C:22]([O:24][CH2:25][CH3:26])=[O:23].Cl>CN(C)C1C=CN=CC=1.ClC(Cl)C>[Cl:1][C:2]1[CH:3]=[C:4]([C:5]2[C:7]3[C:8](=[N:9][C:10]([CH3:13])=[CH:11][CH:12]=3)[N:14]([CH2:15][CH3:16])[C:27](=[O:29])[C:21]=2[C:22]([O:24][CH2:25][CH3:26])=[O:23])[CH:17]=[CH:18][CH:19]=1. Procedure details: To a 50 ml dichloroethane solution containing 7.5 g of 3-(3-chlorobenzoyl)-2-ethylamino-6-methylpyridine were added 5 ml of monoethyl chloromalonate and 6.5 g of 4-dimethylaminopyridine. The whole was stirred at room temperature for 30 minutes, and then further under heating at an oil bath temperature of 80° C. for 30 minutes. The reaction mixture was cooled to room temperature and, after adding 1M hydrochloric acid, extracted with chloroform. The organic layer was washed with saturated brine an... The reactants are C1(=CC=C(C=C1)OC1=CC=C(N)C=C1)C1=CC=CC=C1 (4-(biphenyl-4-oxy)aniline), CN(C)C=O (DMF), BrCC(=O)C1=CC=C(C=C1)OCCCN(CC)CC (2-bromo-1-{4-[3-(diethylamino)propoxy]phenyl}ethanone). Solvent: O (H2O), CCOC(=O)C (EtOAc). The product is C1(=CC=C(C=C1)OC1=CC=C(C=C1)N1C(=NC(=C1)C1=CC=C(OCCCN(CC)CC)C=C1)CCCC)C1=CC=CC=C1 ([3-(4-{1-[4-(biphenyl-4-yloxy)-phenyl]-2-butyl-1H-imidazol-4-yl}-phenoxy)-propyl]-diethyl-amine). The yield is 13.0%. Reaction SMILES: [C:1]1([C:15]2[CH:20]=[CH:19][CH:18]=[CH:17][CH:16]=2)[CH:6]=[CH:5][C:4]([O:7][C:8]2[CH:14]=[CH:13][C:11]([NH2:12])=[CH:10][CH:9]=2)=[CH:3][CH:2]=1.C[N:22]([CH:24]=O)C.Br[CH2:27][C:28]([C:30]1[CH:35]=[CH:34][C:33]([O:36][CH2:37][CH2:38][CH2:39][N:40]([CH2:43][CH3:44])[CH2:41][CH3:42])=[CH:32][CH:31]=1)=O>O.CCOC(C)=O>[C:1]1([C:15]2[CH:20]=[CH:19][CH:18]=[CH:17][CH:16]=2)[CH:6]=[CH:5][C:4]([O:7][C:8]2[CH:14]=[CH:13][C:11]([N:12]3[CH:27]=[C:28]([C:30]4[CH:35]=[CH:34][C:33]([O:36][CH2:37][CH2:38][CH2:39][N:40]([CH2:43][CH3:44])[CH2:41][CH3:42])=[CH:32][CH:31]=4)[N:22]=[C:24]3[CH2:6][CH2:1][CH2:2][CH3:3])=[CH:10][CH:9]=2)=[CH:3][CH:2]=1. Procedure: To a stirred solution of 4-(biphenyl-4-oxy)aniline (1.2 eq., 2.5 mmol) in anhydrous DMF (5 mL) DIEA (3 eq. 6 mmol) was added, followed by slow addition of the 2-bromo-1-{4-[3-(diethylamino)propoxy]phenyl}ethanone described above (2.4 mmol), according to General Procedure R2. The reaction mixture was stirred under nitrogen at rt until completion, as indicated by TLC or HPLC. The reaction mixture was then diluted with cold H2O and the product was isolated in EtOAc. The combined organic layers were...